From a dataset of the Open Reaction Database (ORD), a public repository of structured organic reaction records. describe an organic reaction: reactants, conditions, products, and yield Starting materials: NC=1C=C(C(=O)NC2CC2)C=CC1C (3-amino-N-cyclopropyl-4-methylbenzamide), C([O-])([O-])=O.[K+].[K+] (potassium carbonate), C(C=C)Br (allyl bromide). Run in C(C)#N (acetonitrile), C(C)#N (acetonitrile). Conditions: temperature 80 celsius, time 17 hour. Yields the product C(C=C)NC=1C=C(C(=O)NC2CC2)C=CC1C (3-(allylamino)-N-cyclopropyl-4-methylbenzamide). RXN SMILES: [NH2:1][C:2]1[CH:3]=[C:4]([CH:11]=[CH:12][C:13]=1[CH3:14])[C:5]([NH:7][CH:8]1[CH2:10][CH2:9]1)=[O:6].C(=O)([O-])[O-].[K+].[K+].[CH2:21](Br)[CH:22]=[CH2:23]>C(#N)C>[CH2:23]([NH:1][C:2]1[CH:3]=[C:4]([CH:11]=[CH:12][C:13]=1[CH3:14])[C:5]([NH:7][CH:8]1[CH2:9][CH2:10]1)=[O:6])[CH:22]=[CH2:21] |f:1.2.3|. Reported procedure: To a solution of 3-amino-N-cyclopropyl-4-methylbenzamide (2 g) in acetonitrile (10 ml) was added with potassium carbonate (2.6 g). The mixture was heated to 80° C. and a solution of allyl bromide (1.1 ml) in acetonitrile (6 ml) was added dropwise and heating was continued for 17 hours. The insoluble material was removed by filtration. The filtrate was concentrated and the residue was recrystallised from 50% ethyl acetate/hexane. The mother liquors was concentrated and by column chromatography on... Reactants: BrC(Br)(Br)Br, C1CCOC1, Cc1ccc2nc(SCCCCCO)[nH]c2c1, c1ccc(P(c2ccccc2)c2ccccc2)cc1. Yields the product Cc1ccc2nc(SCCCCCBr)[nH]c2c1. As a reaction SMILES: [C:18]([Br:19])([Br:20])([Br:21])[Br:22].[O:42]1[CH2:43][CH2:44][CH2:45][CH2:46]1.[OH:1][CH2:2][CH2:3][CH2:4][CH2:5][CH2:6][S:7][c:8]1[nH:9][c:10]2[c:11]([n:12]1)[cH:13][cH:14][c:15]([CH3:17])[cH:16]2.[c:23]1([P:24]([c:25]2[cH:26][cH:27][cH:28][cH:29][cH:30]2)[c:31]2[cH:32][cH:33][cH:34][cH:35][cH:36]2)[cH:37][cH:38][cH:39][cH:40][cH:41]1>>[CH2:2]([CH2:3][CH2:4][CH2:5][CH2:6][S:7][c:8]1[nH:9][c:10]2[c:11]([n:12]1)[cH:13][cH:14][c:15]([CH3:17])[cH:16]2)[Br:19]. The reactants are ClC1=CC(=NC2=C(C=CC=C12)OC)CC (4-chloro-2-ethyl-8-methoxyquinoline), N (ammonia). The solvent is Br (hydrobromic acid). The product is ClC1=CC(=NC2=C(C=CC=C12)O)CC (4-chloro-2-ethyl-8-hydroxyquinoline). The yield is 83.5%. RXN SMILES: [Cl:1][C:2]1[C:11]2[C:6](=[C:7]([O:12]C)[CH:8]=[CH:9][CH:10]=2)[N:5]=[C:4]([CH2:14][CH3:15])[CH:3]=1.N>Br>[Cl:1][C:2]1[C:11]2[C:6](=[C:7]([OH:12])[CH:8]=[CH:9][CH:10]=2)[N:5]=[C:4]([CH2:14][CH3:15])[CH:3]=1. Procedure: A solution of 4-chloro-2-ethyl-8-methoxyquinoline (4.0 g) in 48% hydrobromic acid (80 ml) was refluxed for 2 days. The mixture was adjusted to pH 12 with 28% ammonia solution. The precipitate was collected by vacuum filtration, and was washed with water and hexane to give 4-chloro-2-ethyl-8-hydroxyquinoline (3.13 g) as crystals. Reactants: C(C)(=O)SCCCN1C=C(C2=CC=CC=C12)C=1C(NC(C1C1=CN(C2=CC=CC=C12)C)=O)=O (3-[1-[3-(acetylthio)propyl]-3-indolyl]-4-(1-methyl-3-indolyl)-1H-pyrrole-2,5-dione), N (ammonia). The solvent is [Cl-].[Na+] (sodium chloride), CO.CN(C)C=O (methanol DMF). Run at time 17 hour. The product is SCCCN1C=C(C2=CC=CC=C12)C=1C(NC(C1C1=CN(C2=CC=CC=C12)C)=O)=O (3-[-1-(3-mercaptopropyl)-3-indolyl]-4-(1-methyl-3-indolyl)-1H-pyrrole-2,5-dione). The yield is 83.7%. RXN SMILES: C([S:4][CH2:5][CH2:6][CH2:7][N:8]1[C:16]2[C:11](=[CH:12][CH:13]=[CH:14][CH:15]=2)[C:10]([C:17]2[C:18](=[O:33])[NH:19][C:20](=[O:32])[C:21]=2[C:22]2[C:30]3[C:25](=[CH:26][CH:27]=[CH:28][CH:29]=3)[N:24]([CH3:31])[CH:23]=2)=[CH:9]1)(=O)C.N>CO.CN(C=O)C.[Cl-].[Na+]>[SH:4][CH2:5][CH2:6][CH2:7][N:8]1[C:16]2[C:11](=[CH:12][CH:13]=[CH:14][CH:15]=2)[C:10]([C:17]2[C:18](=[O:33])[NH:19][C:20](=[O:32])[C:21]=2[C:22]2[C:30]3[C:25](=[CH:26][CH:27]=[CH:28][CH:29]=3)[N:24]([CH3:31])[CH:23]=2)=[CH:9]1 |f:2.3,4.5|. Procedure details: 350 mg of the product of Example 99 in 20 ml of 50% methanol/DMF were treated with 0.5 ml of 33% aqueous ammonia. The mixture was stirred for 17 hours, then diluted with 20 ml of sodium chloride solution and extracted with ethyl acetate. The ethyl acetate extracts were dried and evaporated. Chromatography of the residue on silica gel with ethyl acetate/hexane (3:1) gave 266 mg of 3-[-1-(3-mercaptopropyl)-3-indolyl]-4-(1-methyl-3-indolyl)-1H-pyrrole-2,5-dione, m.p. 155°-157° C.